The task is: describe an organic reaction: reactants, conditions, products, and yield. This data is from the Open Reaction Database (ORD), a public repository of structured organic reaction records. Starting materials: BrCCC(=O)NC=1SC(=C(N1)C)C1=NC(=NC=C1)NC1=CC=C(C=C1)OC (3-bromo-N-{5-[2-(4-methoxyphenylamino)-pyrimidin-4-yl]-4-methyl-thiazol-2-yl}-propionamide), CN1CCNCC1 (1-methyl-piperazine). The solvent is CC#N (MeCN). Product: COC1=CC=C(C=C1)NC1=NC=CC(=N1)C1=C(N=C(S1)NC(CCN1CCN(CC1)C)=O)C (N-{5-[2-(4-Methoxy-phenylamino)-pyrimidin-4-yl]-4-methyl-thiazol-2-yl}-3-(4-methyl-piperazin-1-yl)-propionamide). As a reaction SMILES: Br[CH2:2][CH2:3][C:4]([NH:6][C:7]1[S:8][C:9]([C:13]2[CH:18]=[CH:17][N:16]=[C:15]([NH:19][C:20]3[CH:25]=[CH:24][C:23]([O:26][CH3:27])=[CH:22][CH:21]=3)[N:14]=2)=[C:10]([CH3:12])[N:11]=1)=[O:5].[CH3:28][N:29]1[CH2:34][CH2:33][NH:32][CH2:31][CH2:30]1>CC#N>[CH3:27][O:26][C:23]1[CH:24]=[CH:25][C:20]([NH:19][C:15]2[N:14]=[C:13]([C:9]3[S:8][C:7]([NH:6][C:4](=[O:5])[CH2:3][CH2:2][N:32]4[CH2:33][CH2:34][N:29]([CH3:28])[CH2:30][CH2:31]4)=[N:11][C:10]=3[CH3:12])[CH:18]=[CH:17][N:16]=2)=[CH:21][CH:22]=1. Procedure: By treatment of 3-bromo-N-{5-[2-(4-methoxyphenylamino)-pyrimidin-4-yl]-4-methyl-thiazol-2-yl}-propionamide with 1-methyl-piperazine. Anal. RP-HPLC: tR=13.0 min (0-60% MeCN, purity >94%). 1H-NMR (DMSO-D6) δ: 1.17 (m, 2H, CH2), 2.11 (m, 2H, CH2), 2.48 (m, 4H, CH2), 2.57 (s, 3H, CH3), 3.28 (s, 3H, CH3), 3.30 (m, 4H, CH2), 3.72 (s, 3H, CH3), 6.85 (m, 2H, Ph-H), 6.97 (m, 1H, pyrimidinyl-H), 7.63 (m, 2H, Ph-H), 8.38 (d, 1H, J=5.1 Hz, pyrimidinyl-H). MS (ESI+) m/z 468.57 [M+H]+ (C23H26N7SO2 requires 46... The reactants are OC1=CC=C(C(=O)NN)C=C1 (4-hydroxy-benzoic acid hydrazide), C(C)C1=CC=C(S1)C=O (5-ethyl-2-thiophenecarboxaldehyde). Reagents/catalysts: C(C)(=O)O (acetic acid). The solvent is CCO (EtOH). The product is C(C)C1=CC=C(S1)C=NNC(C1=CC=C(C=C1)O)=O (4-Hydroxy-benzoic acid (5-ethyl-thiophen-2-ylmethylene)-hydrazide). Yield: 96.6%. Reaction SMILES: [OH:1][C:2]1[CH:11]=[CH:10][C:5]([C:6]([NH:8][NH2:9])=[O:7])=[CH:4][CH:3]=1.[CH2:12]([C:14]1[S:18][C:17]([CH:19]=O)=[CH:16][CH:15]=1)[CH3:13]>C(O)(=O)C.CCO>[CH2:12]([C:14]1[S:18][C:17]([CH:19]=[N:9][NH:8][C:6](=[O:7])[C:5]2[CH:10]=[CH:11][C:2]([OH:1])=[CH:3][CH:4]=2)=[CH:16][CH:15]=1)[CH3:13]. Procedure details: To a solution of 4-hydroxy-benzoic acid hydrazide (0.3 g, 0.002 mol) and 5-ethyl-2-thiophenecarboxaldehyde (0.28 g, 0.002 mol) in abs. EtOH (10 mL), was added 1 drop of acetic acid. The reaction mixture was refluxed for 4 hours. The reaction mixture was cooling to room temperature and concentrated to remove solvent. The resulting residue was solidified by EtOAc to give white solid 0.53 g, in 96% yield, mp: 194.5° C. 1H NMR (CD3OD) δ 8.39 (s, 1H), 7.79 (d, 2H), 7.19 (s, 1H), 6.86 (d, 2H), 6.80 (s... Starting materials: CS(=O)(=O)C1=C(C=CC=C1)C1=CC2=C(NC(=N2)COC2=CC=C(C=C2)C(F)(F)F)C=C1 (5-(2-methanesulfonyl-phenyl)-2-(4-trifluoromethyl-phenoxymethyl)-1H-benzoimidazole), C[Si](C)(C)[N-][Si](C)(C)C.[Li+] (lithium bis(trimethylsilyl)amide), CO (MeOH), CC(=O)C (acetone). RXN SMILES: [CH3:1][S:2]([C:5]1[CH:10]=[CH:9][CH:8]=[CH:7][C:6]=1[C:11]1[CH:31]=[CH:30][C:14]2[NH:15][C:16]([CH2:18][O:19][C:20]3[CH:25]=[CH:24][C:23]([C:26]([F:29])([F:28])[F:27])=[CH:22][CH:21]=3)=[N:17][C:13]=2[CH:12]=1)(=[O:4])=[O:3].C[Si]([N-][Si](C)(C)C)(C)C.[Li+].[CH3:42][C:43]([CH3:45])=[O:44].CO>C1COCC1>[CH3:42][C:43]([OH:44])([CH3:45])[CH2:1][S:2]([C:5]1[CH:10]=[CH:9][CH:8]=[CH:7][C:6]=1[C:11]1[CH:31]=[CH:30][C:14]2[NH:15][C:16]([CH2:18][O:19][C:20]3[CH:25]=[CH:24][C:23]([C:26]([F:27])([F:28])[F:29])=[CH:22][CH:21]=3)=[N:17][C:13]=2[CH:12]=1)(=[O:3])=[O:4] |f:1.2|. Product: CC(CS(=O)(=O)C1=C(C=CC=C1)C1=CC2=C(NC(=N2)COC2=CC=C(C=C2)C(F)(F)F)C=C1)(C)O (2-methyl-1-{2-[2-(4-trifluoromethyl-phenoxymethyl)-1H-benzoimidazol-5-yl]-benzenesulfonyl}-propan-2-ol). Solvent: C1CCOC1 (THF). Isolated yield 88.0%. Procedure: To a solution of 5-(2-methanesulfonyl-phenyl)-2-(4-trifluoromethyl-phenoxymethyl)-1H-benzoimidazole (0.030 g, 0.0671 mmol) in THF (3 mL) was added lithium bis(trimethylsilyl)amide (0.20 mL, 0.201 mmol, 1.0 M solution in THF) at −78° C. After stirring for 30 min, acetone (0.2 mL) was added. The mixture was further stirred another 30 min. followed by an addition of MeOH to quench the reaction. Solvent evaporation provided a residue, which was purified by chromatography (silica, hexanes: EtOAc, 1:2... Run at time 30 minute. Reactants: CN([C@H]1CN(CC1)[C@H]1CC[C@H](CC1)N1C=C(C2=C1N=CN=C2N)C2=CC=C(C=C2)OC2=CC=CC=C2)C (cis-7-{4-[(3R)-3-(dimethylamino)tetrahydro-1H-1-pyrrolyl]cyclohexyl}-5-(4-phenoxyphenyl)-7H-pyrrolo[2,3-d]pyrimidin-4-amine), C(\C=C/C(=O)O)(=O)O (maleic acid). Run in C(C)O (ethanol), C(C)O (ethanol). The product is C(\C=C/C(=O)O)(=O)O.C(\C=C/C(=O)O)(=O)O.C(\C=C/C(=O)O)(=O)O.CN([C@H]1CN(CC1)[C@H]1CC[C@H](CC1)N1C=C(C2=C1N=CN=C2N)C2=CC=C(C=C2)OC2=CC=CC=C2)C (cis-7-{4-[(3R)-3-(dimethylamino)tetrahydro-1H-1-pyrrolyl]cyclohexyl}-5-(4-phenoxyphenyl)-7H-pyrrolo[2,3-d]pyrimidin-4-amine trimaleate salt). The yield is 109.9%. Reaction SMILES: [CH3:1][N:2]([CH3:37])[C@@H:3]1[CH2:7][CH2:6][N:5]([C@@H:8]2[CH2:13][CH2:12][C@H:11]([N:14]3[C:18]4[N:19]=[CH:20][N:21]=[C:22]([NH2:23])[C:17]=4[C:16]([C:24]4[CH:29]=[CH:28][C:27]([O:30][C:31]5[CH:36]=[CH:35][CH:34]=[CH:33][CH:32]=5)=[CH:26][CH:25]=4)=[CH:15]3)[CH2:10][CH2:9]2)[CH2:4]1.[C:38]([OH:45])(=[O:44])/[CH:39]=[CH:40]\[C:41]([OH:43])=[O:42]>C(O)C>[C:38]([OH:45])(=[O:44])/[CH:39]=[CH:40]\[C:41]([OH:43])=[O:42].[C:38]([OH:45])(=[O:44])/[CH:39]=[CH:40]\[C:41]([OH:43])=[O:42].[C:38]([OH:45])(=[O:44])/[CH:39]=[CH:40]\[C:41]([OH:43])=[O:42].[CH3:1][N:2]([CH3:37])[C@@H:3]1[CH2:7][CH2:6][N:5]([C@@H:8]2[CH2:13][CH2:12][C@H:11]([N:14]3[C:18]4[N:19]=[CH:20][N:21]=[C:22]([NH2:23])[C:17]=4[C:16]([C:24]4[CH:25]=[CH:26][C:27]([O:30][C:31]5[CH:32]=[CH:33][CH:34]=[CH:35][CH:36]=5)=[CH:28][CH:29]=4)=[CH:15]3)[CH2:10][CH2:9]2)[CH2:4]1 |f:3.4.5.6|. Procedure: A mixture of 4-[4-amino-5-(4-phenoxyphenyl)-7H-pyrrolo[2,3-d]pyrimidin-7-yl]cyclohexanone (100 g, 2.51 mmol), (3R)-(+)-3-(dimethylamino)pyrrolidine (0.86 g, 7.5 mmol), and acetic acid (0.43 mL, 7.5 mmol) in 1,2-dichloroethane (45 mL) was stirred at ambient temperature under an atmosphere of nitrogen for 30 minutes. Sodium triacetoxyborohydride (0.689 g, 3.26 mmol) was added and the mixture stirred at ambient temperature for 22 hours. Water (50 mL) and sodium bicarbonate (1.35 g, 16.1 mmol) were ... The reactants are C(C)(C)(C)C1=NC(=C(C#N)C=C1)Cl (6-tert-butyl-2-chloronicotinonitrile), [H-].C(C(C)C)[Al+]CC(C)C (diisobutylaluminum hydride), C1(=CC=CC=C1)C (toluene), C(C)OCC (diethyl ether). Product: C(C)(C)(C)C1=NC(=C(C=O)C=C1)Cl (6-tert-butyl-2-chloronicotinaldehyde). Isolated yield 95.0%. RXN SMILES: [C:1]([C:5]1[CH:12]=[CH:11][C:8]([C:9]#N)=[C:7]([Cl:13])[N:6]=1)([CH3:4])([CH3:3])[CH3:2].[H-].C([Al+]CC(C)C)C(C)C.C1(C)C=CC=CC=1.C([O:33]CC)C>>[C:1]([C:5]1[CH:12]=[CH:11][C:8]([CH:9]=[O:33])=[C:7]([Cl:13])[N:6]=1)([CH3:4])([CH3:3])[CH3:2] |f:1.2|. Reported procedure: To a diethyl ether (17 ml) solution of 6-tert-butyl-2-chloronicotinonitrile (Tetrahedron 1965, 21, 2453-2467, 1.0 g, 5.4 mmol) was added 0.94 M diisobutylaluminum hydride in toluene solution (8.6 ml, 8.0 mmol) at −78° C. and the reaction was allowed to warm to room temperature over 2 hours with stirring. Then the reaction was quenched with 10% potassium sodium tartrate tetrahydrate aqueous solution and the whole was extracted with EtOAc, and washed with 2M sodium hydroxide aqueous solution and b... Reactants: [BH4-], C1CCOC1, CCO, [Na+], CN(CC(=O)c1ccc(N2CCOCC2)cc1)C(=O)OC(C)(C)C. The product is CN(CC(O)c1ccc(N2CCOCC2)cc1)C(=O)OC(C)(C)C. RXN SMILES: [BH4-:28].[CH2:30]1[O:31][CH2:32][CH2:33][CH2:34]1.[CH3:25][CH2:26][OH:27].[Na+:29].[O:1]=[C:2]([CH2:3][N:4]([C:5]([O:6][C:7]([CH3:8])([CH3:9])[CH3:10])=[O:11])[CH3:12])[c:13]1[cH:14][cH:15][c:16]([N:19]2[CH2:20][CH2:21][O:22][CH2:23][CH2:24]2)[cH:17][cH:18]1>>[OH:1][CH:2]([CH2:3][N:4]([C:5]([O:6][C:7]([CH3:8])([CH3:9])[CH3:10])=[O:11])[CH3:12])[c:13]1[cH:14][cH:15][c:16]([N:19]2[CH2:20][CH2:21][O:22][CH2:23][CH2:24]2)[cH:17][cH:18]1. The reactants are CCOC(=O)c1ccc2c(Cl)c[nH]c(=O)c2c1, O, O=P(Cl)(Cl)Cl. The product is CCOC(=O)c1ccc2c(Cl)cnc(Cl)c2c1. RXN SMILES: [Cl:1][c:2]1[cH:3][nH:4][c:5](=[O:17])[c:6]2[cH:7][c:8]([C:12](=[O:13])[O:14][CH2:15][CH3:16])[cH:9][cH:10][c:11]12.[OH2:18].[P:19]([Cl:20])([Cl:21])([Cl:22])=[O:23]>>[Cl:1][c:2]1[cH:3][n:4][c:5]([Cl:21])[c:6]2[cH:7][c:8]([C:12](=[O:13])[O:14][CH2:15][CH3:16])[cH:9][cH:10][c:11]12. The reactants are C(C)(=O)[O-].[NH4+] (ammonium acetate), N (ammonia), C(C)(=O)N[C@H]1[C@H](OC2=C(C=C(C=C2)C=O)OC)O[C@@H]([C@H]([C@@H]1O)O)CO (4-formyl-2-methoxyphenyl 2-acetamido-2-deoxy-β-D-glucopyranoside), [I-].C[N+]1=CC=C(C2=CC=CC=C12)C (1,4-dimethylquinolinium iodide). The solvent is C(C)O (ethanol), C(Cl)(Cl)Cl.CO (chloroform methanol). Reaction conditions: time 1.5 hour. Yields the product [I-].C(C)(=O)N[C@H]1[C@@H](O[C@@H]([C@H]([C@@H]1O)O)CO)OC1=C(C=C(C=C1)C=CC1=CC=[N+](C2=CC=CC=C12)C)OC (4-{2-[4-(2-acetamido-2-deoxy-β-D-glucopyranosyloxy)-3-methoxyphenyl]-vinyl}-1-methylquinolinium iodide). Reaction SMILES: [C:1]([NH:4][C@@H:5]1[C@@H:21]([OH:22])[C@H:20]([OH:23])[C@@H:19]([CH2:24][OH:25])[O:18][C@H:6]1[O:7][C:8]1[CH:13]=[CH:12][C:11]([CH:14]=O)=[CH:10][C:9]=1[O:16][CH3:17])(=[O:3])[CH3:2].[I-:26].[CH3:27][N+:28]1[C:37]2[C:32](=[CH:33][CH:34]=[CH:35][CH:36]=2)[C:31]([CH3:38])=[CH:30][CH:29]=1.C([O-])(=O)C.[NH4+].N>C(O)C.C(Cl)(Cl)Cl.CO>[I-:26].[C:1]([NH:4][C@@H:5]1[C@@H:21]([OH:22])[C@H:20]([OH:23])[C@@H:19]([CH2:24][OH:25])[O:18][C@H:6]1[O:7][C:8]1[CH:13]=[CH:12][C:11]([CH:14]=[CH:38][C:31]2[C:32]3[C:37](=[CH:36][CH:35]=[CH:34][CH:33]=3)[N+:28]([CH3:27])=[CH:29][CH:30]=2)=[CH:10][C:9]=1[O:16][CH3:17])(=[O:3])[CH3:2] |f:1.2,3.4,7.8,9.10|. Reported procedure: A stirred suspension of 4-formyl-2-methoxyphenyl 2-acetamido-2deoxy-β-D-glucopyranoside (1b)(0.25 g, 0.70 mmol), 1,4-dimethylquinolinium iodide (0.20 g, 0.70 mmol) in ethanol (20 ml) containing ammonium acetate (0.16 g, 2.1 mmol) and ammonia (conc.) (0.12 ml) was heated at 60°-70° C. The mixture soon turned orange and reaction was complete after 1.5 h as indicated by t.l.c. (chloroform-methanol, 5:4). The solid material was filtered off and washed sequentially with ethanol, acetone and ether to ... Reactants: C(C)(C)N(CC)C(C)C (diisopropylethylamine), BrC=1C(=C(C=O)C=CC1)O (3-Bromo-2-hydroxybenzaldehyde), COCCOCCl (2-methoxyethoxymethyl chloride). The solvent is ClCCl (dichloromethane). Run at time 1 hour. Yields the product BrC=1C(=C(C=O)C=CC1)OCOCCOC (3-bromo-2-(2-methoxy-ethoxymethoxy)benzaldehyde). Yield: 78.4%. As a reaction SMILES: [Br:1][C:2]1[C:3]([OH:10])=[C:4]([CH:7]=[CH:8][CH:9]=1)[CH:5]=[O:6].C(N(C(C)C)CC)(C)C.[CH3:20][O:21][CH2:22][CH2:23][O:24][CH2:25]Cl>ClCCl>[Br:1][C:2]1[C:3]([O:10][CH2:20][O:21][CH2:22][CH2:23][O:24][CH3:25])=[C:4]([CH:7]=[CH:8][CH:9]=1)[CH:5]=[O:6]. Procedure details: 3-Bromo-2-hydroxybenzaldehyde (1.5 g, 7.5 mmol) was dissolved in dichloromethane (25 mL) and diisopropylethylamine (2 mL, 11.3 mmol) was added to the solution. The mixture was stirred while 2-methoxyethoxymethyl chloride (0.94 mL, 8.3 mmol) was added dropwise. The mixture was stirred for 1 hour and then washed with 5% citric acid solution (5 mL) until the washings were acidic, dried and concentrated by evaporation. Product was purified from the residue by chromatography (silica gel, 30% ethyl ac... Starting materials: CCO, Cl, NO, O=CC1=Cc2cc(Oc3ccccc3)ccc2OC1, c1ccncc1. The product is ON=CC1=Cc2cc(Oc3ccccc3)ccc2OC1. Reaction SMILES: [CH2:23]([OH:24])[CH3:25].[ClH:20].[NH2:21][OH:22].[O:1]([c:2]1[cH:3][cH:4][cH:5][cH:6][cH:7]1)[c:8]1[cH:9][cH:10][c:11]2[c:12]([cH:19]1)[CH:13]=[C:14]([CH:17]=[O:18])[CH2:15][O:16]2.[n:26]1[cH:27][cH:28][cH:29][cH:30][cH:31]1>>[O:1]([c:2]1[cH:3][cH:4][cH:5][cH:6][cH:7]1)[c:8]1[cH:9][cH:10][c:11]2[c:12]([cH:19]1)[CH:13]=[C:14]([CH:17]=[N:21][OH:22])[CH2:15][O:16]2.